The task is: describe an organic reaction: reactants, conditions, products, and yield. This data is from the Open Reaction Database (ORD), a public repository of structured organic reaction records. The reactants are BrC=1C=C2C=NN(C2=CC1)C (5-bromo-1-methyl-1H-indazole), CN(C)C=O (DMF), [Li]CCCC (n-BuLi), C(C)[Mg]Br (ethylmagnesium bromide). Solvent: C1CCOC1 (THF), C1(=CC=CC=C1)C (toluene). Conditions: temperature -30 celsius, time 30 minute. The product is CN1N=CC2=CC(=CC=C12)C=O (1-Methyl-1H-indazole-5-carbaldehyde). Yield: 80.2%. RXN SMILES: [Li]CCCC.C([Mg]Br)C.Br[C:11]1[CH:12]=[C:13]2[C:17](=[CH:18][CH:19]=1)[N:16]([CH3:20])[N:15]=[CH:14]2.CN([CH:24]=[O:25])C>C1(C)C=CC=CC=1.C1COCC1>[CH3:20][N:16]1[C:17]2[C:13](=[CH:12][C:11]([CH:24]=[O:25])=[CH:19][CH:18]=2)[CH:14]=[N:15]1. Procedure details: A suspension of n-BuLi (7.33 mL, 11.73 mmol) and ethylmagnesium bromide (5.76 mL, 5.76 mmol) in 30 mL toluene was stirred at −30° C. for 30 min, then 5-bromo-1-methyl-1H-indazole (2.25 g, 10.66 mmol) in 5 mL THF was added. After stirring at −10° C. for 1 hour, anhydrous DMF (4.95 mL, 64.0 mmol) was added at −10° C. The reaction was allowed to warm to room temperature and stirred for 2 hours. The reaction was quenched with 1N HCl and concentrated in vacuo. The residue was diluted with water, extr... Starting materials: BrC1=CC=C2CC3(C(C2=C1)=O)CCC(CC3)OC (6′-bromo-4-methoxyspiro[cyclohexane-1,2′-inden]-1′(3′H)-one), CC(C)(C)S(=O)N (2-methylpropane-2-sulfinamide), Ti(OEt)4, CC(C)(C)S(=O)N (2-methylpropane-2-sulfinamide), Ti(OEt)4, CC(C)(C)S(=O)N (2-methylpropane-2-sulfinamide), Ti(OEt)4. Run in C1CCOC1 (THF). Conditions: time 8 hour. Yields the product BrC=1C=C2C(C3(CC2=CC1)CCC(CC3)OC)=NS(=O)C(C)(C)C (N-(5′-bromo-4-methoxyspiro[cyclohexane-1,2′-indene]-3′(1′H)-ylidene)-2-methylpropane-2-sulfinamide). The yield is 78.5%. RXN SMILES: [Br:1][C:2]1[CH:10]=[C:9]2[C:5]([CH2:6][C:7]3([CH2:16][CH2:15][CH:14]([O:17][CH3:18])[CH2:13][CH2:12]3)[C:8]2=O)=[CH:4][CH:3]=1.[CH3:19][C:20]([S:23]([NH2:25])=[O:24])([CH3:22])[CH3:21]>C1COCC1>[Br:1][C:2]1[CH:10]=[C:9]2[C:5](=[CH:4][CH:3]=1)[CH2:6][C:7]1([CH2:16][CH2:15][CH:14]([O:17][CH3:18])[CH2:13][CH2:12]1)[C:8]2=[N:25][S:23]([C:20]([CH3:22])([CH3:21])[CH3:19])=[O:24]. Reported procedure: To a solution of 6′-bromo-4-methoxyspiro[cyclohexane-1,2′-inden]-1′(3′H)-one (3) (923 mg, 2.99 mmol) and 2-methylpropane-2-sulfinamide (1.450 g, 11.96 mmol, 4 eq.) in anhydrous THF (75 mL) was added Ti(OEt)4 (5.46 g, 4.96 mL, 23.92 mmol, 8.0 eq). The resulting mixture was heated to reflux overnight. LC-MS showed ca. 45% conversion. After another 8 h, no further improvement. To the refluxing mixture was added 2-methylpropane-2-sulfinamide (0.725 g, 5.98 mmol, 2 eq.) and Ti(OEt)4 (2.73 g, 2.5 mL, ...